From a dataset of the Open Reaction Database (ORD), a public repository of structured organic reaction records. describe an organic reaction: reactants, conditions, products, and yield The reactants are [N+](=O)([O-])C=1C=CC(=NC1)OC=1C=C2CCC(OC2=CC1)C1=CC=CC=C1 (5-nitro-2-(2-phenylchroman-6-yloxy)pyridine), C(C)C1=CC=C(C=C1)C1OC2=CC=C(C=C2CC1)O (2-(4-ethylphenyl)chroman-6-ol). The product is C(C)C1=CC=C(C=C1)C1OC2=CC=C(C=C2CC1)OC1=NC=C(C=C1)[N+](=O)[O-] (2-[2-(4-Ethylphenyl)chroman-6-yloxy]-5-nitropyridine). RXN SMILES: [N+:1]([C:4]1[CH:5]=[CH:6][C:7]([O:10][C:11]2[CH:12]=[C:13]3[C:18](=[CH:19][CH:20]=2)[O:17][CH:16]([C:21]2[CH:26]=[CH:25][CH:24]=[CH:23][CH:22]=2)[CH2:15][CH2:14]3)=[N:8][CH:9]=1)([O-:3])=[O:2].[CH2:27](C1C=CC(C2CCC3C(=CC=C(O)C=3)O2)=CC=1)[CH3:28]>>[CH2:27]([C:24]1[CH:23]=[CH:22][C:21]([CH:16]2[CH2:15][CH2:14][C:13]3[C:18](=[CH:19][CH:20]=[C:11]([O:10][C:7]4[CH:6]=[CH:5][C:4]([N+:1]([O-:3])=[O:2])=[CH:9][N:8]=4)[CH:12]=3)[O:17]2)=[CH:26][CH:25]=1)[CH3:28]. Procedure details: 2-[2-(4-Ethylphenyl)chroman-6-yloxy]-5-nitropyridine was prepared as described for 5-nitro-2-(2-phenylchroman-6-yloxy)pyridine in Example 1(b) starting from 205 mg of 2-(4-ethylphenyl)chroman-6-ol. The product was recrystallised from a mixture of 2-propanol and acetone. 1H NMR (400 MHz, CDCl3) δ: 9.04 (d, 1H, J 2.8 Hz), 8.60 (dd, 1H, J 9.1, 2.8 Hz), 7.36 (d, 2H, J 8.1 Hz), 7.24 (d, 2H, J 8.1 Hz), 7.20 (d, 1H, J 9.1 Hz), 7.00 (d, 1H, J 2.7 Hz), 6.96 (dd, 1H, J 8.8, 2.7 Hz), 6.89 (d, 1H, J 2.7 Hz)... The reactants are [Si](C)(C)(C(C)(C)C)OCC=1C=C(C=CC1CO[Si](C)(C)C(C)(C)C)CCC=1C=C(SC1)C(CC)=O (1-{4-[2-(3,4-bis(tert-butyldimethylsilanyloxymethyl)phenyl)ethyl]-2-thienyl}-1-propanone), [Br-].C(=O)(O)CCC[P+](C1=CC=CC=C1)(C1=CC=CC=C1)C1=CC=CC=C1 ((3-carboxy-propyl)triphenylphosphonium bromide), CC(C)([O-])C.[K+] (potassium tert-butoxide). The product is [Si](C)(C)(C(C)(C)C)OCC=1C=C(C=CC1CO[Si](C)(C)C(C)(C)C)CCC=1C=C(SC1)/C(=C/CCC(=O)O)/CC ((E)-5-{4-[2-(3,4-bis(tert-Butyldimethylsilanyloxy-methyl)phenyl)ethyl]-2-thienyl}-4-heptenoic Acid). RXN SMILES: [Si:1]([O:8][CH2:9][C:10]1[CH:11]=[C:12]([CH2:25][CH2:26][C:27]2[CH:28]=[C:29]([C:32](=O)[CH2:33][CH3:34])[S:30][CH:31]=2)[CH:13]=[CH:14][C:15]=1[CH2:16][O:17][Si:18]([C:21]([CH3:24])([CH3:23])[CH3:22])([CH3:20])[CH3:19])([C:4]([CH3:7])([CH3:6])[CH3:5])([CH3:3])[CH3:2].[Br-].[C:37]([CH2:40][CH2:41][CH2:42][P+](C1C=CC=CC=1)(C1C=CC=CC=1)C1C=CC=CC=1)([OH:39])=[O:38].CC(C)([O-])C.[K+]>>[Si:1]([O:8][CH2:9][C:10]1[CH:11]=[C:12]([CH2:25][CH2:26][C:27]2[CH:28]=[C:29](/[C:32](/[CH2:33][CH3:34])=[CH:42]/[CH2:41][CH2:40][C:37]([OH:39])=[O:38])[S:30][CH:31]=2)[CH:13]=[CH:14][C:15]=1[CH2:16][O:17][Si:18]([C:21]([CH3:24])([CH3:23])[CH3:22])([CH3:20])[CH3:19])([C:4]([CH3:7])([CH3:5])[CH3:6])([CH3:2])[CH3:3] |f:1.2,3.4|. Procedure details: In a manner similar to that of Example 6(i), by reaction of 3 g (5.6 mmol) of 1-{4-[2-(3,4-bis(tert-butyldimethylsilanyloxymethyl)phenyl)ethyl]-2-thienyl}-1-propanone with 3.6 g (8.4 mmol) of (3-carboxy-propyl)triphenylphosphonium bromide and 1.9 g (17 mmol) of potassium tert-butoxide, the desired product is obtained in the form of a yellow oil (m=1.7 g, Y=50%).